Dataset: the Open Reaction Database (ORD), a public repository of structured organic reaction records. Task: describe an organic reaction: reactants, conditions, products, and yield Reactants: O=C([O-])[O-], Cl, N#Cc1ccc(F)c(C(F)(F)F)c1, [K+], [K+], CN(C)C=O, Cc1cc(O)n[nH]1. Yields the product Cc1cc(Oc2ccc(C#N)cc2C(F)(F)F)n[nH]1. As a reaction SMILES: [C:1](=[O:2])([O-:3])[O-:4].[ClH:27].[F:14][c:15]1[c:16]([C:23]([F:24])([F:25])[F:26])[cH:17][c:18]([C:19]#[N:20])[cH:21][cH:22]1.[K+:5].[K+:6].[O:28]=[CH:29][N:30]([CH3:31])[CH3:32].[OH:7][c:8]1[n:9][nH:10][c:11]([CH3:13])[cH:12]1>>[O:7]([c:8]1[n:9][nH:10][c:11]([CH3:13])[cH:12]1)[c:15]1[c:16]([C:23]([F:24])([F:25])[F:26])[cH:17][c:18]([C:19]#[N:20])[cH:21][cH:22]1. Yields the product Cl.COC1=CC=C(C=C1)C1=NC2=CC(=CC=C2C(=C1)NCCO)C (2-[2-(4-Methoxy-phenyl)-7-methyl-quinolin-4-ylamino]-ethanol hydrochloride). Reactants: ClC1=CC(=NC2=CC(=CC=C12)C)C1=CC=C(C=C1)OC (4-chloro-2-(4-methoxy-phenyl)-7-methyl-quinoline), C(O)CN (ethanolamine). RXN SMILES: [Cl:1][C:2]1[C:11]2[C:6](=[CH:7][C:8]([CH3:12])=[CH:9][CH:10]=2)[N:5]=[C:4]([C:13]2[CH:18]=[CH:17][C:16]([O:19][CH3:20])=[CH:15][CH:14]=2)[CH:3]=1.[CH2:21]([CH2:23][NH2:24])[OH:22]>>[ClH:1].[CH3:20][O:19][C:16]1[CH:17]=[CH:18][C:13]([C:4]2[CH:3]=[C:2]([NH:24][CH2:23][CH2:21][OH:22])[C:11]3[C:6](=[CH:7][C:8]([CH3:12])=[CH:9][CH:10]=3)[N:5]=2)=[CH:14][CH:15]=1 |f:2.3|. Procedure: The title compound, m.p. 233-238° C. and MS: m/e=309.2 (M+H+), was prepared from 4-chloro-2-(4-methoxy-phenyl)-7-methyl-quinoline and ethanolamine.